Dataset: the Open Reaction Database (ORD), a public repository of structured organic reaction records. Task: describe an organic reaction: reactants, conditions, products, and yield Starting materials: Cl (HCl), O (water), OCCN(C(C)C)CP(O)(O)=O (N-(2-hydroxyethyl)-N-isopropylaminomethylphosphonic acid). Run at temperature 315 celsius. The product is P(=O)(O)(O)CNCC(=O)O (N-phosphonomethylglycine), C(C)(C)N(CC(=O)O)CP(=O)(O)O (N-isopropyl-N-phosphonomethylglycine). Isolated yield 13.0%. Reaction SMILES: [OH:1][CH2:2][CH2:3][N:4]([CH2:8][P:9](=[O:12])([OH:11])[OH:10])[CH:5]([CH3:7])[CH3:6].Cl.[OH2:14]>>[P:9]([CH2:8][NH:4][CH2:3][C:2]([OH:1])=[O:14])([OH:10])([OH:11])=[O:12].[CH:5]([N:4]([CH2:8][P:9]([OH:11])([OH:10])=[O:12])[CH2:3][C:2]([OH:14])=[O:1])([CH3:6])[CH3:7]. Procedure details: In a 100 ml Monel autoclave were mixed 2.30 g (11.7 mmol) of N-(2-hydroxyethyl)-N-isopropylaminomethylphosphonic acid and 3.73 g (93.0 mmol) of dry, powdered NaOH. The reagents were mixed together well. The reaction vessel was flushed with N2, and the mixture was heated to 315° C. for three hours. During the heating period at 315° C. the internal pressure in the vessel rose from 5×105N/M2 to 1.3×106N/M2. At the end of the heating period the excess pressure that was generated was released and 8 m...